Dataset: the Open Reaction Database (ORD), a public repository of structured organic reaction records. Task: describe an organic reaction: reactants, conditions, products, and yield Reactants: aqueous solution, CN (methylamine), NC=1C(=CC(=C(C1)N1C=C(C(C2=CC(=C(N=C12)Cl)F)=O)C(=O)O)F)F (1-(5-amino-2,4-difluorophenyl)-7-chloro-6-fluoro-4-oxo-1,4-dihydro-1,8-naphthyridine-3-carboxylic acid). The solvent is N1=CC=CC=C1 (pyridine). Conditions: time 2 hour. The product is NC=1C(=CC(=C(C1)N1C=C(C(C2=CC(=C(N=C12)NC)F)=O)C(=O)O)F)F (1-(5-amino-2,4-difluorophenyl)-6-fluoro-7-methylamino-4-oxo-1,4-dihydro-1,8-naphthyridine-3-carboxylic Acid). RXN SMILES: [CH3:1][NH2:2].[NH2:3][C:4]1[C:5]([F:27])=[CH:6][C:7]([F:26])=[C:8]([N:10]2[C:19]3[C:14](=[CH:15][C:16]([F:21])=[C:17](Cl)[N:18]=3)[C:13](=[O:22])[C:12]([C:23]([OH:25])=[O:24])=[CH:11]2)[CH:9]=1>N1C=CC=CC=1>[NH2:3][C:4]1[C:5]([F:27])=[CH:6][C:7]([F:26])=[C:8]([N:10]2[C:19]3[C:14](=[CH:15][C:16]([F:21])=[C:17]([NH:2][CH3:1])[N:18]=3)[C:13](=[O:22])[C:12]([C:23]([OH:25])=[O:24])=[CH:11]2)[CH:9]=1. Procedure details: A 40% aqueous solution (150 mg) of methylamine and 1-(5-amino-2,4-difluorophenyl)-7-chloro-6-fluoro-4-oxo-1,4-dihydro-1,8-naphthyridine-3-carboxylic acid (150 mg) were added to pyridine (2 ml), and the mixture was stirred at room temperature for 2 hours. After the solvent was distilled off under reduced pressure, ethanol was added to the residue, and solids deposited were collected by filtration to obtain the title compound (40 mg) as colorless crystals. The reactants are BrC(C(C1=CC(=CC=C1)Br)Br)C1=NC(=CC=C1)C (2-[1,2-dibromo-2-(3-bromophenyl)-ethyl]-6-methyl-pyridine), [OH-].[K+] (potassium hydroxide). Run in C(C)O (ethanol), [Cl-].[Na+].O (brine). Product: BrC=1C=C(C=CC1)C#CC1=NC(=CC=C1)C (2-[2-(3-Bromophenyl)ethynyl]-6-methyl-pyridine). The yield is 94.5%. Reaction SMILES: Br[CH:2]([C:12]1[CH:17]=[CH:16][CH:15]=[C:14]([CH3:18])[N:13]=1)[CH:3](Br)[C:4]1[CH:9]=[CH:8][CH:7]=[C:6]([Br:10])[CH:5]=1.[OH-].[K+]>C(O)C.[Cl-].[Na+].O>[Br:10][C:6]1[CH:5]=[C:4]([C:3]#[C:2][C:12]2[CH:17]=[CH:16][CH:15]=[C:14]([CH3:18])[N:13]=2)[CH:9]=[CH:8][CH:7]=1 |f:1.2,4.5.6|. Reported procedure: 1.2 g (2.8 mMol) of 2-[1,2-dibromo-2-(3-bromophenyl)-ethyl]-6-methyl-pyridine are dissolved in 10 ml of ethanol. 0.9 g (16.1 mMol) of potassium hydroxide (powder) are added, and the resulting suspension is heated under reflux for 4 hours. The suspension is then cooled to room temperature, poured into 100 ml of brine and extracted thrice with 30 ml each of t-butyl methyl ether. The combined organic phases are washed with 30 ml of brine, dried over Sodium sulfate, filtrated and evaporated in vacua... Starting materials: COC1=CC=C(C=C1)C1=NOC(=C1)C(=O)OCC (ethyl 3-(4-methoxyphenyl)isoxazole-5-carboxylate). The solvent is C(Cl)Cl (DCM), B(Br)(Br)Br (Boron tribromide), C(Cl)Cl (DCM). Reaction conditions: time 16 hour. Yields the product OC1=CC=C(C=C1)C1=NOC(=C1)C(=O)OCC (ethyl 3-(4-hydroxyphenyl)isoxazole-5-carboxylate). The yield is 74.3%. As a reaction SMILES: C[O:2][C:3]1[CH:8]=[CH:7][C:6]([C:9]2[CH:13]=[C:12]([C:14]([O:16][CH2:17][CH3:18])=[O:15])[O:11][N:10]=2)=[CH:5][CH:4]=1>C(Cl)Cl.B(Br)(Br)Br>[OH:2][C:3]1[CH:4]=[CH:5][C:6]([C:9]2[CH:13]=[C:12]([C:14]([O:16][CH2:17][CH3:18])=[O:15])[O:11][N:10]=2)=[CH:7][CH:8]=1. Reported procedure: To a stirred solution of ethyl 3-(4-methoxyphenyl)isoxazole-5-carboxylate (1 g, 4.04 mmol, prepared according to literature method Tet. Lett 2009, 50(27), 3948-3951) in 8 mL DCM, Boron tribromide 1 M solution in DCM (8.0 mL, 8.08 mmol) was added dropwise at −78° C. After complete addition reaction mixture was allowed to warm slowly and further stirred for 16 hrs at RT. After completion of the reaction, solvent was removed under reduced pressure. The reaction mixture was diluted with ice cold wat... The product is Cc1ccc(S(=O)(=O)OCC2C=Cc3cc(F)cc(Br)c3O2)cc1. Starting materials: C=CC(COS(=O)(=O)c1ccc(C)cc1)Oc1c(Br)cc(F)cc1C=CC, c1ccc(C([PH](C2CCCCC2)(C2CCCCC2)C2CCCCC2)[PH](C2CCCCC2)(C2CCCCC2)C2CCCCC2)cc1, ClCCl, Cl[Ru]Cl. Reaction SMILES: [CH3:1][c:2]1[cH:3][cH:4][c:5]([S:8](=[O:9])(=[O:10])[O:11][CH2:12][CH:13]([CH:14]=[CH2:25])[O:16][c:17]2[c:18]([Br:27])[cH:19][c:20]([F:26])[cH:21][c:22]2[CH:23]=[CH:15][CH3:24])[cH:6][cH:7]1.[CH:34]([PH:35]([CH:36]1[CH2:37][CH2:38][CH2:39][CH2:40][CH2:41]1)([CH:42]1[CH2:43][CH2:44][CH2:45][CH2:46][CH2:47]1)[CH:48]1[CH2:49][CH2:50][CH2:51][CH2:52][CH2:53]1)([PH:54]([CH:55]1[CH2:56][CH2:57][CH2:58][CH2:59][CH2:60]1)([CH:61]1[CH2:62][CH2:63][CH2:64][CH2:65][CH2:66]1)[CH:67]1[CH2:68][CH2:69][CH2:70][CH2:71][CH2:72]1)[c:73]1[cH:74][cH:75][cH:76][cH:77][cH:78]1.[Cl:28][CH2:29][Cl:30].[Cl:31][Ru:32][Cl:33]>>[CH3:1][c:2]1[cH:3][cH:4][c:5]([S:8](=[O:9])(=[O:10])[O:11][CH2:12][CH:13]2[CH:14]=[CH:23][c:22]3[c:17]([c:18]([Br:27])[cH:19][c:20]([F:26])[cH:21]3)[O:16]2)[cH:6][cH:7]1. Starting materials: CN1CCN(CC1)C(=O)NC1=C(C=CC(=C1)Br)N1CCCC2=CC=CC=C12 (4-methyl-N-[5-bromo-2-(1,2,3,4-tetrahydro-1-quinolinyl)phenyl]piperazinecarboxamide). The solvent is P(=O)(Cl)(Cl)Cl (phosphorus oxychloride). Run at time 15 minute. The product is BrC=1C=CC2=C(N=C(C3=C4N2CCCC4=CC=C3)N3CCN(CC3)C)C1 (10-Bromo-7-(4-methyl-1-piperazinyl)- 2,3-dihydro-1H-quino[1,8-ab][1,5]benzodiazepine). The yield is 55.9%. As a reaction SMILES: [CH3:1][N:2]1[CH2:7][CH2:6][N:5]([C:8]([NH:10][C:11]2[CH:16]=[C:15]([Br:17])[CH:14]=[CH:13][C:12]=2[N:18]2[C:27]3[C:22](=[CH:23][CH:24]=[CH:25][CH:26]=3)[CH2:21][CH2:20][CH2:19]2)=O)[CH2:4][CH2:3]1>P(Cl)(Cl)(Cl)=O>[Br:17][C:15]1[CH:14]=[CH:13][C:12]2[N:18]3[CH2:19][CH2:20][CH2:21][C:22]4=[CH:23][CH:24]=[CH:25][C:26](=[C:27]34)[C:8]([N:5]3[CH2:6][CH2:7][N:2]([CH3:1])[CH2:3][CH2:4]3)=[N:10][C:11]=2[CH:16]=1. Procedure: A stirred solution of 4-methyl-N-[5-bromo-2-(1,2,3,4-tetrahydro-1-quinolinyl)phenyl]piperazinecarboxamide (8.6 g, 0.020 mole) in phosphorus oxychloride (200 ml) was heated under reflux under nitrogen for 6 hours. The reaction mixture was cooled to room temperature and excess phosphorus oxychloride was removed at aspirator pressure with heating. The residue was chilled in an ice-bath (with exclusion of moisture), and treated with ice-cold 2N sodium hydroxide solution (250 ml) and dichloromethane ... The reactants are C(C=C)Br (allyl bromide), FC1=C(C=C(C=C1)[N+](=O)[O-])C1(N=C(C(S(C1)(=O)=O)(C)C)NC(OC(C)(C)C)=O)C (tert-butyl (5-(2-fluoro-5-nitrophenyl)-2,2,5-trimethyl-1,1-dioxido-5,6-dihydro-2H-1,4-thiazin-3-yl)carbamate), C(C)(C)[N-]C(C)C.[Li+] (lithium diisopropylamide), solution. Run in C1CCOC1 (THF), O1CCCC1.CCCCCCC.C(C)C1=CC=CC=C1 (tetrahydrofuran heptane ethylbenzene). Reaction conditions: temperature -78 celsius, time 20 minute. The product is C(C=C)C1C(N=C(C(S1(=O)=O)(C)C)NC(OC(C)(C)C)=O)(C)C1=C(C=CC(=C1)[N+](=O)[O-])F (tert-butyl ((5RS,6SR)-6-allyl-5-(2-fluoro-5-nitrophenyl)-2,2,5-trimethyl-1,1-dioxido-5,6-dihydro-2H-1,4-thiazin-3-yl)carbamate). Yield: 7.9%. As a reaction SMILES: [F:1][C:2]1[CH:7]=[CH:6][C:5]([N+:8]([O-:10])=[O:9])=[CH:4][C:3]=1[C:11]1([CH3:29])[CH2:16][S:15](=[O:18])(=[O:17])[C:14]([CH3:20])([CH3:19])[C:13]([NH:21][C:22](=[O:28])[O:23][C:24]([CH3:27])([CH3:26])[CH3:25])=[N:12]1.[CH:30]([N-]C(C)C)([CH3:32])[CH3:31].[Li+].C(Br)C=C>C1COCC1.O1CCCC1.CCCCCCC.C(C1C=CC=CC=1)C>[CH2:32]([CH:16]1[S:15](=[O:18])(=[O:17])[C:14]([CH3:20])([CH3:19])[C:13]([NH:21][C:22](=[O:28])[O:23][C:24]([CH3:27])([CH3:26])[CH3:25])=[N:12][C:11]1([C:3]1[CH:4]=[C:5]([N+:8]([O-:10])=[O:9])[CH:6]=[CH:7][C:2]=1[F:1])[CH3:29])[CH:30]=[CH2:31] |f:1.2,5.6.7|. Procedure: To a solution of tert-butyl (5-(2-fluoro-5-nitrophenyl)-2,2,5-trimethyl-1,1-dioxido-5,6-dihydro-2H-1,4-thiazin-3-yl)carbamate (230 mg, 0.536 mmol) in THF (5 ml) was added lithium diisopropylamide, (2.0 M solution in tetrahydrofuran/heptane/ethylbenzene) (0.803 ml, 1.607 mmol) dropwise at −78° C. and the mixture was stirred for 20 min at the −78° C. To a resulting dark solution, allyl bromide (0.139 ml, 1.607 mmol) was added dropwise and the mixture was stirred for another 20 min. The reaction wa...